Dataset: the Open Reaction Database (ORD), a public repository of structured organic reaction records. Task: describe an organic reaction: reactants, conditions, products, and yield The reactants are CC1=C(C(=CC=C1N(C(CNC(C=CC1=CC=C(C=C1)C(NC)=O)=O)=O)C)C)CO (2,6-dimethyl-1-hydroxymethyl-3-[N-methyl-N-[4-(methylcarbamoyl) cinnamoylglycyl]amino]benzene), CS(=O)(=O)Cl (methanesulfonyl chloride), O (water). The solvent is CN(C=O)C (N,N-dimethylformamide). Reaction conditions: time 8 hour. Product: ClCC1=C(C(=CC=C1C)N(C)C(CNC(C=CC1=CC=C(C=C1)C(NC)=O)=O)=O)C (1-chloromethyl-2,6-dimethyl-3-[N-[4-(methylcarbamoyl)cinnamoylglycyl]-N-methylamino]benzene). Isolated yield 95.7%. As a reaction SMILES: [CH3:1][C:2]1[C:7]([N:8]([CH3:27])[C:9](=[O:26])[CH2:10][NH:11][C:12](=[O:25])[CH:13]=[CH:14][C:15]2[CH:20]=[CH:19][C:18]([C:21](=[O:24])[NH:22][CH3:23])=[CH:17][CH:16]=2)=[CH:6][CH:5]=[C:4]([CH3:28])[C:3]=1[CH2:29]O.CS([Cl:35])(=O)=O.O>CN(C)C=O>[Cl:35][CH2:29][C:3]1[C:4]([CH3:28])=[CH:5][CH:6]=[C:7]([N:8]([C:9](=[O:26])[CH2:10][NH:11][C:12](=[O:25])[CH:13]=[CH:14][C:15]2[CH:20]=[CH:19][C:18]([C:21](=[O:24])[NH:22][CH3:23])=[CH:17][CH:16]=2)[CH3:27])[C:2]=1[CH3:1]. Procedure details: To a solution of 2,6-dimethyl-1-hydroxymethyl-3-[N-methyl-N-[4-(methylcarbamoyl) cinnamoylglycyl]amino]benzene (2.00 g) in N,N-dimethylformamide (100 ml) was added methanesulfonyl chloride (784 mg) under ice-cooling, and the mixture was stirred for 2 hours at the same temperature and overnight at ambient temperature. To the mixture was added water and extracted with chloroform. The organic layer was washed with brine, dried over magnesium sulfate and concentrated. The residue was pulverized with... Reactants: C(=O)(OC(C)(C)C)N1CC(C(CC1)N1C(OCC2=C1C=CC=C2)=O)C(=O)OC (methyl 1-Boc-4-(3,1-benzoxazin-2-one-1-yl)-3-piperidine carboxylate), Cl (HCl). Solvent: C(C)(=O)OCC (ethyl acetate). Product: Cl.N1(C(OCC2=C1C=CC=C2)=O)C2C(CNCC2)C(=O)OC (methyl 4-(3,1-benzoxazin-2-one-1-yl)-3-piperidine carboxylate hydrochloride). Reaction SMILES: C([N:8]1[CH2:13][CH2:12][CH:11]([N:14]2[C:19]3[CH:20]=[CH:21][CH:22]=[CH:23][C:18]=3[CH2:17][O:16][C:15]2=[O:24])[CH:10]([C:25]([O:27][CH3:28])=[O:26])[CH2:9]1)(OC(C)(C)C)=O.[ClH:29]>C(OCC)(=O)C>[ClH:29].[N:14]1([CH:11]2[CH2:12][CH2:13][NH:8][CH2:9][CH:10]2[C:25]([O:27][CH3:28])=[O:26])[C:19]2[CH:20]=[CH:21][CH:22]=[CH:23][C:18]=2[CH2:17][O:16][C:15]1=[O:24] |f:3.4|. Procedure details: Methyl 1-Boc-4-(3,1-benzoxazin-2-one-1-yl)-3-piperidine carboxylate from Step 3 above (0.6 g, 1.5 mmol) was stirred in ethyl acetate in an ice bath, then saturated with HCl gas and stirred another 15 min in the cold. The mixture was evaporated in vacuo. Three portions of ethyl acetate were successively added and evaporated in vacuo to give methyl 4-(3,1-benzoxazin-2-one-1-yl)-3-piperidine carboxylate hydrochloride. The reactants are O=C(Cl)c1ccccc1, ClCCl, [Cl-], Nc1ccc2ccccc2c1-c1c(P(=O)(c2ccccc2)c2ccccc2)ccc2ccccc12, [NH4+], c1ccncc1. Yields the product O=C(Nc1ccc2ccccc2c1-c1c(P(=O)(c2ccccc2)c2ccccc2)ccc2ccccc12)c1ccccc1. RXN SMILES: [C:42]([c:43]1[cH:44][cH:45][cH:46][cH:47][cH:48]1)(=[O:49])[Cl:50].[CH2:53]([Cl:54])[Cl:55].[Cl-:51].[NH2:1][c:2]1[c:3](-[c:12]2[c:13]([P:22](=[O:23])([c:24]3[cH:25][cH:26][cH:27][cH:28][cH:29]3)[c:30]3[cH:31][cH:32][cH:33][cH:34][cH:35]3)[cH:14][cH:15][c:16]3[cH:17][cH:18][cH:19][cH:20][c:21]23)[c:4]2[cH:5][cH:6][cH:7][cH:8][c:9]2[cH:10][cH:11]1.[NH4+:52].[cH:36]1[cH:37][cH:38][n:39][cH:40][cH:41]1>>[NH:1]([c:2]1[c:3](-[c:12]2[c:13]([P:22](=[O:23])([c:24]3[cH:25][cH:26][cH:27][cH:28][cH:29]3)[c:30]3[cH:31][cH:32][cH:33][cH:34][cH:35]3)[cH:14][cH:15][c:16]3[cH:17][cH:18][cH:19][cH:20][c:21]23)[c:4]2[cH:5][cH:6][cH:7][cH:8][c:9]2[cH:10][cH:11]1)[C:42]([c:43]1[cH:44][cH:45][cH:46][cH:47][cH:48]1)=[O:49]. Starting materials: ClC1=CC=CC=2N1C=C(N2)COC2=CC=C(CN1N=C(C(=C1)CCC(=O)OCC)OCC)C=C2 (ethyl 3-[1-[4-(5-chloroimidazo[1,2-a]pyridin-2-ylmethoxy)benzyl]-3-ethoxy-1H-pyrazol-4-yl]propionate), C1(=CC=CC=C1)B(O)O (phenylboronic acid), C([O-])([O-])=O.[Na+].[Na+] (sodium carbonate), C(C)O (ethanol). The reagents and catalysts are C=1C=CC(=CC1)[P](C=2C=CC=CC2)(C=3C=CC=CC3)[Pd]([P](C=4C=CC=CC4)(C=5C=CC=CC5)C=6C=CC=CC6)([P](C=7C=CC=CC7)(C=8C=CC=CC8)C=9C=CC=CC9)[P](C=1C=CC=CC1)(C=1C=CC=CC1)C=1C=CC=CC1 (tetrakis(triphenylphosphine)palladium). The solvent is C1(=CC=CC=C1)C (toluene), O (water), O (water). The product is C(C)OC1=NN(C=C1CCC(=O)OCC)CC1=CC=C(C=C1)OCC=1N=C2N(C(=CC=C2)C2=CC=CC=C2)C1 (ethyl 3-[3-ethoxy-1-[4-(5-phenylimidazo[1,2-a]pyridin-2-ylmethoxy)benzyl]-1H-pyrazol-4-yl]propionate). Isolated yield 96.3%. Reaction SMILES: Cl[C:2]1[N:7]2[CH:8]=[C:9]([CH2:11][O:12][C:13]3[CH:34]=[CH:33][C:16]([CH2:17][N:18]4[CH:22]=[C:21]([CH2:23][CH2:24][C:25]([O:27][CH2:28][CH3:29])=[O:26])[C:20]([O:30][CH2:31][CH3:32])=[N:19]4)=[CH:15][CH:14]=3)[N:10]=[C:6]2[CH:5]=[CH:4][CH:3]=1.[C:35]1(B(O)O)[CH:40]=[CH:39][CH:38]=[CH:37][CH:36]=1.C(=O)([O-])[O-].[Na+].[Na+].C(O)C>C1C=CC([P]([Pd]([P](C2C=CC=CC=2)(C2C=CC=CC=2)C2C=CC=CC=2)([P](C2C=CC=CC=2)(C2C=CC=CC=2)C2C=CC=CC=2)[P](C2C=CC=CC=2)(C2C=CC=CC=2)C2C=CC=CC=2)(C2C=CC=CC=2)C2C=CC=CC=2)=CC=1.O.C1(C)C=CC=CC=1>[CH2:31]([O:30][C:20]1[C:21]([CH2:23][CH2:24][C:25]([O:27][CH2:28][CH3:29])=[O:26])=[CH:22][N:18]([CH2:17][C:16]2[CH:33]=[CH:34][C:13]([O:12][CH2:11][C:9]3[N:10]=[C:6]4[CH:5]=[CH:4][CH:3]=[C:2]([C:35]5[CH:40]=[CH:39][CH:38]=[CH:37][CH:36]=5)[N:7]4[CH:8]=3)=[CH:14][CH:15]=2)[N:19]=1)[CH3:32] |f:2.3.4,^1:56,58,77,96|. Procedure: A mixture of ethyl 3-[1-[4-(5-chloroimidazo[1,2-a]pyridin-2-ylmethoxy)benzyl]-3-ethoxy-1H-pyrazol-4-yl]propionate (676 mg), phenylboronic acid (195 mg), tetrakis(triphenylphosphine)palladium (40.4 mg), sodium carbonate (339 mg), ethanol (3 ml), water (3 ml) and toluene (15 ml) was refluxed overnight under an argon atmosphere. The reaction mixture was poured into water and extracted with ethyl acetate. The ethyl acetate layer was washed with saturated aqueous sodium chloride solution, dried (MgSO... The reactants are COc1ccc(S(=O)(=O)C(C)C)cc1, O=S(=O)(O)Cl, ClCCl, O. The product is COc1ccc(S(=O)(=O)C(C)C)cc1S(=O)(=O)Cl. Reaction SMILES: [CH3:1][O:2][c:3]1[cH:4][cH:5][c:6]([S:9](=[O:10])(=[O:11])[CH:12]([CH3:13])[CH3:14])[cH:7][cH:8]1.[Cl:16][S:17](=[O:18])(=[O:19])[OH:20].[Cl:21][CH2:22][Cl:23].[OH2:15]>>[CH3:1][O:2][c:3]1[cH:4][cH:5][c:6]([S:9](=[O:10])(=[O:11])[CH:12]([CH3:13])[CH3:14])[cH:7][c:8]1[S:17]([Cl:16])(=[O:18])=[O:19]. Reactants: CO, O=Cc1ccccc1O, CC(C)(S)C(N)C(=O)O. The product is CC1(C)SC(c2ccccc2O)NC1C(=O)O. RXN SMILES: [CH3:19][OH:20].[CH:10](=[O:11])[c:12]1[cH:13][cH:14][cH:15][cH:16][c:17]1[OH:18].[NH2:1][CH:2]([C:3]([CH3:4])([CH3:5])[SH:6])[C:7](=[O:8])[OH:9]>>[NH:1]1[CH:2]([C:7](=[O:8])[OH:9])[C:3]([CH3:4])([CH3:5])[S:6][CH:10]1[c:12]1[cH:13][cH:14][cH:15][cH:16][c:17]1[OH:18].